This data is from the Open Reaction Database (ORD), a public repository of structured organic reaction records. The task is: describe an organic reaction: reactants, conditions, products, and yield Product: C(C)(C)(C)C1=CC(=C(C=C1)C=1OCC(N1)(C)C)C1OCCCO1 (2-(4-tert-Butyl-2-1,3-dioxinan-2-yl-phenyl)-4,4-dimethyl-4,5-dihydro-oxazole). Isolated yield 49.8%. The reagents and catalysts are C1(=CC=C(C=C1)S(=O)(=O)[O-])C.[NH+]1=CC=CC=C1 (pyridinium p-toluenesulfonate). Procedure: 8.10 g (31.2 mmol) of 5-tert-butyl-2-(4,4-dimethyl-4,5-dihydro-oxazol-2-yl)-benzaldehyde was weighed into a 500 mL round bottom flask fitted with a stir bar and Dean-Stark trap. Added 300 mL of benzene and stirred to obtain a clear yellow solution. Added 383 mg (1.52 mmol) of pyridinium p-toluenesulfonate. Added 11.3 mL (156 mmol) of 1,3-propanediol. Heated the solution to reflux for 17 h. Cooled to room temperature Washed the reaction mixture with 200 mL of 50% saturated aqueous NaHCO3, 200 mL ... The solvent is C1=CC=CC=C1 (benzene). As a reaction SMILES: [C:1]([C:5]1[CH:6]=[CH:7][C:8]([C:13]2[O:14][CH2:15][C:16]([CH3:19])([CH3:18])[N:17]=2)=[C:9]([CH:12]=1)[CH:10]=[O:11])([CH3:4])([CH3:3])[CH3:2].[CH2:20](O)[CH2:21][CH2:22][OH:23]>C1(C)C=CC(S([O-])(=O)=O)=CC=1.[NH+]1C=CC=CC=1.C1C=CC=CC=1>[C:1]([C:5]1[CH:6]=[CH:7][C:8]([C:13]2[O:14][CH2:15][C:16]([CH3:19])([CH3:18])[N:17]=2)=[C:9]([CH:10]2[O:23][CH2:22][CH2:21][CH2:20][O:11]2)[CH:12]=1)([CH3:4])([CH3:2])[CH3:3] |f:2.3|. The reactants are C(C)(C)(C)C=1C=CC(=C(C=O)C1)C=1OCC(N1)(C)C (5-tert-butyl-2-(4,4-dimethyl-4,5-dihydro-oxazol-2-yl)-benzaldehyde), C(CCO)O (1,3-propanediol). Starting materials: BrC1=CC(=CS1)C(=O)N1CCC[C@@H]2CCCC[C@H]12 (cis-(5-Bromo-thiophen-3-yl)-(octahydro-quinolin-1-yl)-methanone), C([O-])([O-])=O.[Cs+].[Cs+] (caesium carbonate), N1N=CC(=C1)B(O)O (4-pyrazoleboronic acid). Reagents/catalysts: C1(=CC=CC=C1)P(C1=CC=CC=C1)C1=CC=CC=C1.C1(=CC=CC=C1)P(C1=CC=CC=C1)C1=CC=CC=C1.C1(=CC=CC=C1)P(C1=CC=CC=C1)C1=CC=CC=C1.C1(=CC=CC=C1)P(C1=CC=CC=C1)C1=CC=CC=C1.[Pd] (palladium tetrakis(triphenylphosphine)). Run in C(C)(=O)OCC (ethyl acetate), COCCOC (DME), IMS, O (water). Reaction conditions: temperature 140 celsius. The product is N=1N=CC(C1)C1=CC(=CS1)C(=O)N1CCCC2CCCCC12 ([5-(4H-Pyrazol-4-yl)-thiophen-3-yl]-(octahydro-quinolin-1-yl)-methanone). The yield is 21.1%. As a reaction SMILES: Br[C:2]1[S:6][CH:5]=[C:4]([C:7]([N:9]2[C@@H:18]3[C@@H:13]([CH2:14][CH2:15][CH2:16][CH2:17]3)[CH2:12][CH2:11][CH2:10]2)=[O:8])[CH:3]=1.C(=O)([O-])[O-].[Cs+].[Cs+].[NH:25]1[CH:29]=[C:28](B(O)O)[CH:27]=[N:26]1>COCCOC.O.C(OCC)(=O)C.C1(P(C2C=CC=CC=2)C2C=CC=CC=2)C=CC=CC=1.C1(P(C2C=CC=CC=2)C2C=CC=CC=2)C=CC=CC=1.C1(P(C2C=CC=CC=2)C2C=CC=CC=2)C=CC=CC=1.C1(P(C2C=CC=CC=2)C2C=CC=CC=2)C=CC=CC=1.[Pd]>[N:25]1[N:26]=[CH:27][CH:28]([C:2]2[S:6][CH:5]=[C:4]([C:7]([N:9]3[CH:18]4[CH:13]([CH2:14][CH2:15][CH2:16][CH2:17]4)[CH2:12][CH2:11][CH2:10]3)=[O:8])[CH:3]=2)[CH:29]=1 |f:1.2.3,8.9.10.11.12|. Procedure: cis-(5-Bromo-thiophen-3-yl)-(octahydro-quinolin-1-yl)-methanone (0.15 mmol) was added to a solution of caesium carbonate (0.15 mmol), 4-pyrazoleboronic acid (0.3 mmol) and palladium tetrakis(triphenylphosphine) (0.03 mmol) in DME (6 mL), IMS (2 mL) and water (0.001 mL). The reaction mixture was heated by microwave irradiation to 140° C. for 20 minutes and then diluted with ethyl acetate (5 mL) and washed with water. The organic solution was dried and filtered and the solvent evaporated. The resi... Starting materials: O=C(OO)c1cccc(Cl)c1, ClCCl, CC1(C)C=C(c2cccc(N)n2)c2cc(C#N)ccc2O1. Product: CC1(C)C=C(c2cccc(N)[n+]2[O-])c2cc(C#N)ccc2O1. As a reaction SMILES: [Cl:1][c:2]1[cH:3][cH:4][cH:5][c:6]([C:7]([O:8][OH:10])=[O:9])[cH:11]1.[Cl:33][CH2:34][Cl:35].[NH2:12][c:13]1[cH:14][cH:15][cH:16][c:17]([C:19]2=[CH:20][C:21]([CH3:31])([CH3:32])[O:22][c:23]3[c:24]2[cH:25][c:26]([C:29]#[N:30])[cH:27][cH:28]3)[n:18]1>>[O-:9][n+:18]1[c:13]([NH2:12])[cH:14][cH:15][cH:16][c:17]1[C:19]1=[CH:20][C:21]([CH3:31])([CH3:32])[O:22][c:23]2[c:24]1[cH:25][c:26]([C:29]#[N:30])[cH:27][cH:28]2. Starting materials: CCOC(=O)c1cc2cc(Cl)ccc2n1CC(=O)N1CCN(c2ccccc2C(=O)Nc2ccc(S(C)(=O)=O)cc2)CC1, C1COCCO1, CO, O. Yields the product CS(=O)(=O)c1ccc(NC(=O)c2ccccc2N2CCN(C(=O)Cn3c(C(=O)O)cc4cc(Cl)ccc43)CC2)cc1. Reaction SMILES: [CH2:1]([CH3:2])[O:3][C:4](=[O:5])[c:6]1[n:7]([CH2:16][C:17](=[O:18])[N:19]2[CH2:20][CH2:21][N:22]([c:25]3[c:26]([C:31]([NH:32][c:33]4[cH:34][cH:35][c:36]([S:39](=[O:40])(=[O:41])[CH3:42])[cH:37][cH:38]4)=[O:43])[cH:27][cH:28][cH:29][cH:30]3)[CH2:23][CH2:24]2)[c:8]2[cH:9][cH:10][c:11]([Cl:15])[cH:12][c:13]2[cH:14]1.[CH2:47]1[O:48][CH2:49][CH2:50][O:51][CH2:52]1.[CH3:45][OH:46].[OH2:44]>>[O:3]=[C:4]([OH:5])[c:6]1[n:7]([CH2:16][C:17](=[O:18])[N:19]2[CH2:20][CH2:21][N:22]([c:25]3[c:26]([C:31]([NH:32][c:33]4[cH:34][cH:35][c:36]([S:39](=[O:40])(=[O:41])[CH3:42])[cH:37][cH:38]4)=[O:43])[cH:27][cH:28][cH:29][cH:30]3)[CH2:23][CH2:24]2)[c:8]2[cH:9][cH:10][c:11]([Cl:15])[cH:12][c:13]2[cH:14]1. Starting materials: CC1=CCC2(C)C(CCC3C4CCC(O)C4(C)CCC32)C1, CC(C)=O, O. The product is CC1=CCC2(C)C(CCC3C4CCC(=O)C4(C)CCC32)C1. RXN SMILES: [CH3:1][C:2]1=[CH:19][CH2:18][C:17]2([CH3:20])[CH:4]([CH2:3]1)[CH2:5][CH2:6][CH:7]1[CH:8]3[CH2:9][CH2:10][CH:11]([OH:21])[C:12]3([CH3:13])[CH2:14][CH2:15][CH:16]12.[CH3:23][C:24](=[O:25])[CH3:26].[OH2:22]>>[CH3:1][C:2]1=[CH:19][CH2:18][C:17]2([CH3:20])[CH:4]([CH2:3]1)[CH2:5][CH2:6][CH:7]1[CH:8]3[CH2:9][CH2:10][C:11](=[O:21])[C:12]3([CH3:13])[CH2:14][CH2:15][CH:16]12.